From a dataset of the Open Reaction Database (ORD), a public repository of structured organic reaction records. describe an organic reaction: reactants, conditions, products, and yield Procedure details: The title compound was prepared in 66% yield as an oil using methyl-phenyl-carbamic acid 4-hydroxymethyl-phenyl ester and 2-hydroxypyridine. 1H NMR (400 MHz; CDCl3): δ 3.42 (br s, 3H), 5.12 (s, 2H), 6.13 (t, 1H), 6.60 (d, 1H), 7.10 (br s, 2H), 7.22-7.41 (m, 9H); HPLC-MS: m/z=335.2 (M+1); Rt=2.97 min. Yields the product O=C1N(C=CC=C1)CC1=CC=C(C=C1)OC(N(C1=CC=CC=C1)C)=O (Methyl-phenyl-carbamic acid 4-(2-oxo-2H-pyridin-1-ylmethyl)-phenyl ester). RXN SMILES: O[CH2:2][C:3]1[CH:8]=[CH:7][C:6]([O:9][C:10](=[O:19])[N:11]([CH3:18])[C:12]2[CH:17]=[CH:16][CH:15]=[CH:14][CH:13]=2)=[CH:5][CH:4]=1.[OH:20][C:21]1[CH:26]=[CH:25][CH:24]=[CH:23][N:22]=1>>[O:20]=[C:21]1[CH:26]=[CH:25][CH:24]=[CH:23][N:22]1[CH2:2][C:3]1[CH:8]=[CH:7][C:6]([O:9][C:10](=[O:19])[N:11]([CH3:18])[C:12]2[CH:17]=[CH:16][CH:15]=[CH:14][CH:13]=2)=[CH:5][CH:4]=1. Isolated yield 66.0%. Starting materials: OCC1=CC=C(C=C1)OC(N(C1=CC=CC=C1)C)=O (methyl-phenyl-carbamic acid 4-hydroxymethyl-phenyl ester), OC1=NC=CC=C1 (2-hydroxypyridine). The reactants are BrC1=NSC2=NC3=C(N21)C=CC=C3 (3-bromo-1,2,4-thiadiazolo [4,5-a]benzimidazole), C(CC1=CC=CC=C1)S (phenethyl mercaptan). The solvent is CO (methanol). The product is SC1=NC2=C(N1C#N)C=CC=C2 (2-mercapto-1-benzimidazolecarbonitrile). The yield is 85.9%. Reaction SMILES: Br[C:2]1[N:9]2[C:5](=[N:6][C:7]3[CH:13]=[CH:12][CH:11]=[CH:10][C:8]=32)[S:4][N:3]=1.C(S)CC1C=CC=CC=1>CO>[SH:4][C:5]1[N:9]([C:2]#[N:3])[C:8]2[CH:10]=[CH:11][CH:12]=[CH:13][C:7]=2[N:6]=1. Procedure: To a suspension of 500 mg of 3-bromo-1,2,4-thiadiazolo [4,5-a]benzimidazole in 50 mL methanol was added 790 μL of phenethyl mercaptan. The solid rapidly dissolves. After completion of the reaction, the solvent was evaporated and the residue purified by chromatography to give 296 mg of 2-mercapto-1-benzimidazolecarbonitrile:=H NMR (DMSO-d6) δ12.85 (br s, 1H, SH), 7.5-7.2 (m, 4H, 4×ArH) ppm; IR (KBr) ν2259, 1509, 1459, 1303, 1189, 752 cm-1 ; MS m/z 175 (M+), 150 (M+ -CN). The reactants are C(C)(=O)O (acetic acid), C(C)NC(=O)[C@@H]1CC[C@H](CC1)C(=O)OC (methyl trans-4-[(ethylamino)carbonyl]cyclohexanecarboxylate), C(C)NC(=O)[C@@H]1CC[C@H](CC1)C(=O)OC (methyl trans-4-[(ethylamino)carbonyl]cyclohexanecarboxylate), [BH4-].[Na+] (NaBH4), N#N (N2). Run in C1CCOC1 (THF). The product is C(C)NC[C@@H]1CC[C@H](CC1)C(=O)OC (methyl trans-4-[(ethylamino)methyl]cyclohexanecarboxylate). As a reaction SMILES: [CH2:1]([NH:3][C:4]([C@H:6]1[CH2:11][CH2:10][C@H:9]([C:12]([O:14][CH3:15])=[O:13])[CH2:8][CH2:7]1)=O)[CH3:2].[BH4-].[Na+].C(O)(=O)C.N#N>C1COCC1>[CH2:1]([NH:3][CH2:4][C@H:6]1[CH2:11][CH2:10][C@H:9]([C:12]([O:14][CH3:15])=[O:13])[CH2:8][CH2:7]1)[CH3:2] |f:1.2|. Procedure: A stirred suspension of methyl trans-4-[(ethylamino)carbonyl]cyclohexanecarboxylate (Intermediate 5, 430 mg, 2.01 mmol) and NaBH4 in THF (10 mL) was treated with acetic acid (1.6 mL) and heated at reflux for 16 h an atmosphere of N2. The reaction was cooled to room temperature, quenched with H2O (1 mL) and diluted with 1N NaOH (15 mL). The mixture was extracted with EtOAc (3×40 mL) and the combined extracts were washed with brine (40 mL), dried (MgSO4), filtered and concentrated in vacuo. The re... Starting materials: CO (methanol), O1C(=CC2=C1C=CC=C2)C(CN)O (2-(2-benzofuranyl)-2-hydroxyethanamine), C(C1=CC=CC=C1)OC1=CC=C(C=C1)CC(C)=O (1-(4-benzyloxyphenyl)propan-2-one). Run in ClCCl (dichloromethane). Yields the product C(C1=CC=CC=C1)OC1=CC=C(C=C1)CC(C)NCC(O)C=1OC2=C(C1)C=CC=C2 (N-[2-(4-Benzyloxyphenyl)-1-methylethyl]-2-(2-benzofuranyl)-2-hydroxyethanamine). Reaction SMILES: [O:1]1[C:5]2[CH:6]=[CH:7][CH:8]=[CH:9][C:4]=2[CH:3]=[C:2]1[CH:10]([OH:13])[CH2:11][NH2:12].[CH2:14]([O:21][C:22]1[CH:27]=[CH:26][C:25]([CH2:28][C:29](=O)[CH3:30])=[CH:24][CH:23]=1)[C:15]1[CH:20]=[CH:19][CH:18]=[CH:17][CH:16]=1.CO>ClCCl>[CH2:14]([O:21][C:22]1[CH:23]=[CH:24][C:25]([CH2:28][CH:29]([NH:12][CH2:11][CH:10]([C:2]2[O:1][C:5]3[CH:6]=[CH:7][CH:8]=[CH:9][C:4]=3[CH:3]=2)[OH:13])[CH3:30])=[CH:26][CH:27]=1)[C:15]1[CH:16]=[CH:17][CH:18]=[CH:19][CH:20]=1. Procedure details: This was prepared in an identical manner to the compound described in Example 2 using 2-(2-benzofuranyl)-2-hydroxyethanamine (3.51 g) and 1-(4-benzyloxyphenyl)propan-2-one (4.75 g). Chromatography of the residual oily solid on Kieselgel 60 (4% methanol in dichloromethane) gave the title compound, m.p. 111°-122°, as a 20:80 mixture of diastereoisomers. Starting materials: CCN=C=NCCCN(C)C (WSC), C(C1=CC=CC=C1)NC(=O)C1=CC=C(C=C1)N1N=NC(=C1CCC)C(=O)O (1-{4-[(Benzylamino)carbonyl]phenyl}-5-propyl-1H-1,2,3-triazole-4-carboxylic acid), C=1C=CC2=C(C1)N=NN2O (HOBt), C1(CC1)N (cyclopropylamine). The solvent is C(C)#N.CN(C)C=O (acetonitrile DMF). Reaction conditions: time 2 hour. The product is C(C1=CC=CC=C1)NC(=O)C1=CC=C(C=C1)N1N=NC(=C1CCC)C(=O)NC1CC1 (1-{4-[(benzylamino)carbonyl]phenyl}-N-cyclopropyl-5-propyl-1H-1,2,3-triazole-4-carboxamide). Isolated yield 185.3%. As a reaction SMILES: [CH2:1]([NH:8][C:9]([C:11]1[CH:16]=[CH:15][C:14]([N:17]2[C:21]([CH2:22][CH2:23][CH3:24])=[C:20]([C:25]([OH:27])=O)[N:19]=[N:18]2)=[CH:13][CH:12]=1)=[O:10])[C:2]1[CH:7]=[CH:6][CH:5]=[CH:4][CH:3]=1.C1C=C[C:31]2N(O)N=[N:34][C:32]=2[CH:33]=1.C1(N)CC1.CCN=C=NCCCN(C)C>C(#N)C.CN(C=O)C>[CH2:1]([NH:8][C:9]([C:11]1[CH:16]=[CH:15][C:14]([N:17]2[C:21]([CH2:22][CH2:23][CH3:24])=[C:20]([C:25]([NH:34][CH:32]3[CH2:33][CH2:31]3)=[O:27])[N:19]=[N:18]2)=[CH:13][CH:12]=1)=[O:10])[C:2]1[CH:7]=[CH:6][CH:5]=[CH:4][CH:3]=1 |f:4.5|. Reported procedure: 1-{4-[(Benzylamino)carbonyl]phenyl}-5-propyl-1H-1,2,3-triazole-4-carboxylic acid (507 mg, 1.39 mmol) obtained in Example 58b), HOBt (95 mg, 0.696 mmol, 0.5 eq.) and cyclopropylamine (0.129 ml, 1.81 mmol, 1.3 eq.) were dissolved in acetonitrile-DMF (2:1, 9.0 ml), WSC (327 mg, 1.67 mmol, 1.2 eq.) was added, and the mixture was stirred at room temperature for 2 hr. The reaction mixture was concentrated, dissolved in ethyl acetate (40 ml), and washed with 5% aqueous sodium hydrogen carbonate solutio... The reactants are CC=1OC(=C(N1)C(=O)O)C(F)(F)F (2-methyl-5-(trifluoromethyl)-1,3-oxazole-4-carboxylic acid), C(C(=O)Cl)(=O)Cl (oxalyl chloride), NC=1C=C(OC=2C=CC=3N(C2)N=C(N3)NC(=O)C3CC3)C=CC1C (N-[6-(3-amino-4-methylphenoxy)[1,2,4]triazolo[1,5-a]pyridin-2-yl]cyclopropanecarboxamide), C([O-])([O-])=O.[Na+].[Na+] (sodium carbonate). The reagents and catalysts are CN(C=O)C (N,N-dimethylformamide). The solvent is O1CCCC1 (tetrahydrofuran), O1CCCC1 (tetrahydrofuran), O (water), CO (Methanol). Reaction conditions: time 3 hour. Product: C1(CC1)C(=O)NC1=NN2C(C=CC(=C2)OC=2C=CC(=C(C2)NC(=O)C=2N=C(OC2C(F)(F)F)C)C)=N1 (N-[5-({2-[(cyclopropylcarbonyl)amino][1,2,4]triazolo[1,5-a]pyridin-6-yl}oxy)-2-methylphenyl]-2-methyl-5-(trifluoromethyl)-1,3-oxazole-4-carboxamide). Isolated yield 81.4%. RXN SMILES: [CH3:1][C:2]1[O:3][C:4]([C:10]([F:13])([F:12])[F:11])=[C:5]([C:7]([OH:9])=O)[N:6]=1.C(Cl)(=O)C(Cl)=O.[NH2:20][C:21]1[CH:22]=[C:23]([CH:40]=[CH:41][C:42]=1[CH3:43])[O:24][C:25]1[CH:26]=[CH:27][C:28]2[N:29]([N:31]=[C:32]([NH:34][C:35]([CH:37]3[CH2:39][CH2:38]3)=[O:36])[N:33]=2)[CH:30]=1.C(=O)([O-])[O-].[Na+].[Na+]>O1CCCC1.CN(C)C=O.O.CO>[CH:37]1([C:35]([NH:34][C:32]2[N:33]=[C:28]3[CH:27]=[CH:26][C:25]([O:24][C:23]4[CH:40]=[CH:41][C:42]([CH3:43])=[C:21]([NH:20][C:7]([C:5]5[N:6]=[C:2]([CH3:1])[O:3][C:4]=5[C:10]([F:13])([F:12])[F:11])=[O:9])[CH:22]=4)=[CH:30][N:29]3[N:31]=2)=[O:36])[CH2:38][CH2:39]1 |f:3.4.5|. Procedure: To a solution of 2-methyl-5-(trifluoromethyl)-1,3-oxazole-4-carboxylic acid (241 mg, 1.23 mmol) in tetrahydrofuran (5 mL) were added N,N-dimethylformamide (2 drops) and oxalyl chloride (268 μL, 3.08 mmol), and the mixture was stirred at room temperature for 3 hr. The reaction mixture was concentrated under reduced pressure, and the residue was dissolved in N,N-dimethylacetamide (6 mL). The mixture was stirred at room temperature, N-[6-(3-amino-4-methylphenoxy)[1,2,4]triazolo[1,5-a]pyridin-2-yl]c... Reactants: N1=CNC2=C1C=CC(=C2)N (benzimidazol-5-amine), [OH-].[Na+] (NaOH), CN(C1=CC=C(C=O)C=C1)C (4-dimethylaminobenzaldehyd), [BH4-].[Na+] (NaBH4). The product is CN(C1=CC=C(CNC2=CC3=C(NC=N3)C=C2)C=C1)C (N-(4-(Dimethylamino)benzyl)-1H-benzo[d]imidazol-5-amine). Reaction SMILES: [N:1]1[C:5]2[CH:6]=[CH:7][C:8]([NH2:10])=[CH:9][C:4]=2[NH:3][CH:2]=1.[CH3:11][N:12]([CH3:21])[C:13]1[CH:20]=[CH:19][C:16]([CH:17]=O)=[CH:15][CH:14]=1.[BH4-].[Na+].[OH-].[Na+]>>[CH3:11][N:12]([CH3:21])[C:13]1[CH:20]=[CH:19][C:16]([CH2:17][NH:10][C:8]2[CH:7]=[CH:6][C:5]3[NH:1][CH:2]=[N:3][C:4]=3[CH:9]=2)=[CH:15][CH:14]=1 |f:2.3,4.5|. Reported procedure: The compound was synthesized starting from benzimidazol-5-amine (2.66 g; 20 mmol; 1 eq.), 4-dimethylaminobenzaldehyd (3.28 g; 22 mmol; 1.1 eq.), NaBH4 (1.14 g; 30 mmol; 1.5 eq.) and 5 N NaOH (20 ml; 100 mmol; 5 eq.) according to method 2; Yield: 3.24 g (61.0%); MS m/z: 166.3; 1H-NMR (500 MHz, DMSO d6): δ 2.83 (s, 6H); 4.13 (s, 2H); 5.83 (br s, 1H); 6.53 (br s, 1H); 6.60 (dd, 1H, 4J=2.1 Hz, 3J=8.5 Hz); 6.66-6.68 (m, 2H); 7.17-7.20 (m, 2H); 7.25-7.26 (m, 1H); 7.83 (s, 1H); 11.86 (br s, 1H)